Dataset: the Open Reaction Database (ORD), a public repository of structured organic reaction records. Task: describe an organic reaction: reactants, conditions, products, and yield Reactants: CCOC(=O)C(C)NC(=O)C(N)C(C)(C)C, CC(C)COC(=O)Cl, CN1CCC(C(=O)O)CC1, CN1CCOCC1, CN(C)C=O. The product is CCOC(=O)C(C)NC(=O)C(NC(=O)C1CCN(C)CC1)C(C)(C)C. RXN SMILES: [CH2:1]([CH3:2])[O:3][C:4]([CH:5]([CH3:6])[NH:7][C:8]([CH:9]([C:10]([CH3:11])([CH3:12])[CH3:13])[NH2:14])=[O:15])=[O:16].[CH2:27]([O:28][C:29]([Cl:30])=[O:31])[CH:32]([CH3:33])[CH3:34].[CH3:17][N:18]1[CH2:19][CH2:20][CH:21]([C:24](=[O:25])[OH:26])[CH2:22][CH2:23]1.[CH3:35][N:36]1[CH2:37][CH2:38][O:39][CH2:40][CH2:41]1.[O:42]=[CH:43][N:44]([CH3:45])[CH3:46]>>[CH2:1]([CH3:2])[O:3][C:4]([CH:5]([CH3:6])[NH:7][C:8]([CH:9]([C:10]([CH3:11])([CH3:12])[CH3:13])[NH:14][C:24]([CH:21]1[CH2:20][CH2:19][N:18]([CH3:17])[CH2:23][CH2:22]1)=[O:25])=[O:15])=[O:16]. Reactants: C(C)OC(=O)N1CCC2=C(C=3C(CCC3C(=C2)F)=O)CC1 (4-Fluoro-1-oxo-1,3,6,7,9,10-hexahydro-2H-8-aza-cyclohepta[e]indene-8-carboxylic acid ethyl ester), C(C)[Mg]Br (ethylmagnesium bromide). The product is C(C)C1CCC=2C(=CC3=C(C12)CCNCC3)F (1-Ethyl-4-fluoro-1,2,3,6,7,8,9,10-octahydro-8-aza-cyclohepta[e]indene). As a reaction SMILES: C(OC([N:6]1[CH2:21][CH2:20][C:10]2[C:11]3[C:12](=O)[CH2:13][CH2:14][C:15]=3[C:16]([F:18])=[CH:17][C:9]=2[CH2:8][CH2:7]1)=O)C.[CH2:22]([Mg]Br)[CH3:23]>>[CH2:22]([CH:12]1[C:11]2[C:10]3[CH2:20][CH2:21][NH:6][CH2:7][CH2:8][C:9]=3[CH:17]=[C:16]([F:18])[C:15]=2[CH2:14][CH2:13]1)[CH3:23]. Reported procedure: Example 8 was prepared in a similar fashion to Example 4, except Intermediate 5 was used as the starting material and ethylmagnesium bromide (3M in diethyl ether) was used instead of cyclopropylmagnesium bromide (Example 4, step (a)). 1H NMR (300 MHz, CDCl3) δ 6.62 (d, 9.3 Hz, 1H); 3.11-3.06 (m, 1H); 2.96-2.87 (m, 10H); 2.22-1.97 (m, 2H); 1.51-1.31 (m, 2H); 0.95 (t, J=7.2 Hz, 3H); MS: ESI (positive): 234, (M+1). The reactants are suspension, [H-].[Na+] (sodium hydride), oil, COC(C(CC1CCCC1)Br)=O (2-bromo-3-cyclopentyl-propionic acid methyl ester), COC(C(CC1CCCC1)Br)=O (2-bromo-3-cyclopentyl-propionic acid methyl ester), C1(CCCC1)COC1=CC(NN=C1)=O (5-cyclopentylmethoxy-2H-pyridazin-3-one). Run in O1CCCC1 (tetrahydrofuran). Reaction conditions: temperature 0 celsius, time 5 minute. Yields the product ethyl acetate hexanes, COC(C(CC1CCCC1)N1N=CC(=CC1=O)OCC1CCCC1)=O (3-cyclopentyl-2-(4-cyclopentylmethoxy-6-oxo-6H-pyridazin-1-yl)-propionic acid methyl ester). Yield: 80.7%. Reaction SMILES: [CH:1]1([CH2:6][O:7][C:8]2[CH:13]=[N:12][NH:11][C:10](=[O:14])[CH:9]=2)[CH2:5][CH2:4][CH2:3][CH2:2]1.[H-].[Na+].[CH3:17][O:18][C:19](=[O:28])[CH:20](Br)[CH2:21][CH:22]1[CH2:26][CH2:25][CH2:24][CH2:23]1>O1CCCC1>[CH3:17][O:18][C:19](=[O:28])[CH:20]([N:11]1[C:10](=[O:14])[CH:9]=[C:8]([O:7][CH2:6][CH:1]2[CH2:2][CH2:3][CH2:4][CH2:5]2)[CH:13]=[N:12]1)[CH2:21][CH:22]1[CH2:23][CH2:24][CH2:25][CH2:26]1 |f:1.2|. Procedure: A solution of 5-cyclopentylmethoxy-2H-pyridazin-3-one (494.8 mg, 2.54 mmol) in tetrahydrofuran (12 mL, 0.21 M) cooled to 0° C. was treated with a 60% suspension of sodium hydride in mineral oil (0.12 g, 3.0 mmol). The reaction stirred at 0° C. for 5 min and then at 25° C. for an additional 30 min. After this time, the reaction was treated with 2-bromo-3-cyclopentyl-propionic acid methyl ester (Intermediate 10, 0.67 g, 2.84 mmol). The reaction was then warmed to 50° C., where it stirred overnight...